This data is from the Open Reaction Database (ORD), a public repository of structured organic reaction records. The task is: describe an organic reaction: reactants, conditions, products, and yield Starting materials: ClC1=NC=CC(=N1)N(C1=CC2=C(N(C(=N2)NCC2=CC(=CC=C2)F)C)C=C1)C (N5-(2-chloro-pyrimidin-4-yl)-N2-(3-fluoro-benzyl)-1,N5-dimethyl-1H-benzoimidazole-2,5-diamine), NC=1C=C(C=CC1)S(=O)(=O)N (3-amino-benzenesulfonamide). Product: Cl.FC=1C=C(CNC2=NC3=C(N2C)C=CC(=C3)N(C3=NC(=NC=C3)NC=3C=C(C=CC3)S(=O)(=O)N)C)C=CC1 (3-(4-{[2-(3-Fluoro-benzylamino)-1-methyl-1H-benzoimidazol-5-yl]-methyl-amino}-pyrimidin-2-ylamino)-benzenesulfonamide hydrochloride). Reaction SMILES: [Cl:1][C:2]1[N:7]=[C:6]([N:8]([CH3:28])[C:9]2[CH:27]=[CH:26][C:12]3[N:13]([CH3:25])[C:14]([NH:16][CH2:17][C:18]4[CH:23]=[CH:22][CH:21]=[C:20]([F:24])[CH:19]=4)=[N:15][C:11]=3[CH:10]=2)[CH:5]=[CH:4][N:3]=1.[NH2:29][C:30]1[CH:31]=[C:32]([S:36]([NH2:39])(=[O:38])=[O:37])[CH:33]=[CH:34][CH:35]=1>>[ClH:1].[F:24][C:20]1[CH:19]=[C:18]([CH:23]=[CH:22][CH:21]=1)[CH2:17][NH:16][C:14]1[N:13]([CH3:25])[C:12]2[CH:26]=[CH:27][C:9]([N:8]([CH3:28])[C:6]3[CH:5]=[CH:4][N:3]=[C:2]([NH:29][C:30]4[CH:31]=[C:32]([S:36]([NH2:39])(=[O:37])=[O:38])[CH:33]=[CH:34][CH:35]=4)[N:7]=3)=[CH:10][C:11]=2[N:15]=1 |f:2.3|. Procedure details: The title compound was prepared following the procedure of example one with N5-(2-chloro-pyrimidin-4-yl)-N2-(3-fluoro-benzyl)-1,N5-dimethyl-1H-benzoimidazole-2,5-diamine (99 mg, 0.25 mmol) and 3-amino-benzenesulfonamide (43 mg, 0.25 mmol) as a white solid (62 mg, 44%). 1H NMR (300 MHz, d6-DMSO+NaHCO3) δ 9.70 (s, 2H), 8.53 (s, 1H), 7.83 (d, J=6.0 Hz, 1H), 7.74 (d, J=6.6 Hz, 1H), 7.26-7.50 (M, 8H), 7.10 (m, 2H), 5.69 (d, J=6.0 Hz, 1H), 4.70 (d, J=5.1 Hz, 2H), 3.67 (s, 3H), 3.46 (s, 3H). MS (ESI) m... Starting materials: OC(COC1=C(C=CC(=C1)O)O)C1=CC=CC=C1 (2-(2-hydroxy-2-phenylethoxy)benzene-1,4-diol). The reagents and catalysts are catalyst. Solvent: C1(=CC=CC=C1)C (toluene). Yields the product C1(=CC=CC=C1)C1COC2=C(O1)C=CC(=C2)O (2,3-Dihydro-2-phenyl-benzo[1,4]dioxin-6-ol). RXN SMILES: O[CH:2]([C:13]1[CH:18]=[CH:17][CH:16]=[CH:15][CH:14]=1)[CH2:3][O:4][C:5]1[CH:10]=[C:9]([OH:11])[CH:8]=[CH:7][C:6]=1[OH:12]>C1(C)C=CC=CC=1>[C:13]1([CH:2]2[O:12][C:6]3[CH:7]=[CH:8][C:9]([OH:11])=[CH:10][C:5]=3[O:4][CH2:3]2)[CH:18]=[CH:17][CH:16]=[CH:15][CH:14]=1. Reported procedure: A solution of 2-(2-hydroxy-2-phenylethoxy)benzene-1,4-diol (1.2 g) in toluene (75 ml) was heated with Amberlyst 15 catalyst (0.5 g) under reflux for 7 hrs. After filtering the solvent was evaporated under reduced pressure. The residue was purified by column chromatography on silica gel (toluene/ethyl acetate/acetic acid=8:1:1). The yield of 2,3-dihydro-2-phenyl-benzo[1,4]dioxin-6-ol is 0.5 g. 1H NMR (DMSO-d6) δ=4.02 (dd, J=8.5, 11.4 Hz, 1H), 4.35 (dd, J=2.3, 11.4 Hz, 1H), 5.11 (dd, J=8.5, 2.3 Hz... Reactants: C(C)OP(OCC)(=O)C(C1=CC=C(C=C1)Cl)Br (4-chloro-α-bromo-benzyl-phosphonic acid diethyl ester), C(C)OC(=O)C1C(C1C=C(C1=CC=C(C=C1)Cl)Br)(C)C.C(C)OC(=O)[C@@H]1C([C@H]1C=O)(C)C (cis trans-2,2-dimethyl-3-formyl-cyclopropanecarboxylic acid ethyl ester), O (water), [Na] (sodium), [Na] (sodium). Solvent: O1CCCC1 (tetrahydrofuran), O1CCCC1 (tetrahydrofuran), C(C)O (ethanol), O1CCCC1 (tetrahydrofuran). Product: C(C)OC(=O)C1C(C1C=C(C1=CC=C(C=C1)Cl)Br)(C)C (2,2-dimethyl-3-(2-bromo-2-(4-chloro-phenyl)-vinyl)-cyclopropanecarboxylic acid ethyl ester). Yield: 48.2%. Reaction SMILES: [Na].C(OP(C(Br)C1C=CC(Cl)=CC=1)(=O)OCC)C.[CH2:19]([O:21][C:22]([CH:24]1[CH:26]([CH:27]=[C:28]([Br:36])[C:29]2[CH:34]=[CH:33][C:32]([Cl:35])=[CH:31][CH:30]=2)[C:25]1([CH3:38])[CH3:37])=[O:23])[CH3:20].C(OC([C@H]1[C@H](C=O)C1(C)C)=O)C.O>C(O)C.O1CCCC1>[CH2:19]([O:21][C:22]([CH:24]1[CH:26]([CH:27]=[C:28]([Br:36])[C:29]2[CH:34]=[CH:33][C:32]([Cl:35])=[CH:31][CH:30]=2)[C:25]1([CH3:37])[CH3:38])=[O:23])[CH3:20] |f:2.3,^1:0|. Reported procedure: 4.6 g (0.2 mol) of sodium were dissolved in portions in 100 ml of ethanol. When all the sodium had dissolved, 100 ml of tetrahydrofuran (anhydrous) were added, and 68.3 g (0.2 mol) of 4-chloro-α-bromo-benzyl-phosphonic acid diethyl ester, dissolved in 50 ml of anhydrous tetrahydrofuran, were added dropwise at 0° C., whilst stirring. After the mixture had been subsequently stirred at 0°-5° C. for a further 2 hours, 34 g (0.2 mol) of cis/trans-2,2-dimethyl-3-formyl-cyclopropanecarboxylic acid ethy... Reactants: C#CCBr, OCc1ccc(CO)cc1. Yields the product C#CCOCc1ccc(CO)cc1. As a reaction SMILES: [CH2:11]([C:12]#[CH:13])[Br:14].[OH:1][CH2:2][c:3]1[cH:4][cH:5][c:6]([CH2:7][OH:8])[cH:9][cH:10]1>>[O:1]([CH2:2][c:3]1[cH:4][cH:5][c:6]([CH2:7][OH:8])[cH:9][cH:10]1)[CH2:13][C:12]#[CH:11].